From a dataset of the Open Reaction Database (ORD), a public repository of structured organic reaction records. describe an organic reaction: reactants, conditions, products, and yield Starting materials: FC=1C=C(C=C(C1)F)C1=C(C(C2=CC(=CC=C12)OCCCN1CCN(CC1)C(=O)OC(C)(C)C)=O)C=1C=NC=CC1 (tert-Butyl 4-(3-(3-(3,5-difluorophenyl)-1-oxo-2-(pyridin-3-yl)-1H-inden-6-yloxy)propyl)piperazine-1-carboxylate), FC(C(=O)O)(F)F (Trifluoroacetic acid). Run in C(Cl)Cl (CH2Cl2). Reaction conditions: time 2 hour. Yields the product FC=1C=C(C=C(C1)F)C1=C(C(C2=CC(=CC=C12)OCCCN1CCNCC1)=O)C=1C=NC=CC1 (3-(3,5-Difluorophenyl)-6-(3-(piperazin-1-yl)propoxy)-2-(pyridin-3-yl)-1H-inden-1-one). Yield: 91.2%. Reaction SMILES: [F:1][C:2]1[CH:3]=[C:4]([C:9]2[C:17]3[C:12](=[CH:13][C:14]([O:18][CH2:19][CH2:20][CH2:21][N:22]4[CH2:27][CH2:26][N:25](C(OC(C)(C)C)=O)[CH2:24][CH2:23]4)=[CH:15][CH:16]=3)[C:11](=[O:35])[C:10]=2[C:36]2[CH:37]=[N:38][CH:39]=[CH:40][CH:41]=2)[CH:5]=[C:6]([F:8])[CH:7]=1.FC(F)(F)C(O)=O>C(Cl)Cl>[F:1][C:2]1[CH:3]=[C:4]([C:9]2[C:17]3[C:12](=[CH:13][C:14]([O:18][CH2:19][CH2:20][CH2:21][N:22]4[CH2:27][CH2:26][NH:25][CH2:24][CH2:23]4)=[CH:15][CH:16]=3)[C:11](=[O:35])[C:10]=2[C:36]2[CH:37]=[N:38][CH:39]=[CH:40][CH:41]=2)[CH:5]=[C:6]([F:8])[CH:7]=1. Reported procedure: To a 10 mL round-bottomed flask, tert-butyl 4-(3-(3-(3,5-difluorophenyl)-1-oxo-2-(pyridin-3-yl)-1H-inden-6-yloxy)propyl)piperazine-1-carboxylate (107.5 mg, 0.19 mmol) obtained in Step 2 of Example 64 and CH2Cl2 (2 mL, 0.1M) were charged. Trifluoroacetic acid (0.6 mL, 40.0 eq) was added dropwise over 5 min at 0° C. After being stirred for 2 h, the mixture was quenched with H2O and washed with CH2Cl2. The aqueous layer was basicified to pH 9 with a 15% NaOH solution and extracted with CH2Cl2. The ... Reactants: C(CCC\C=C/C\C=C/C\C=C/C\C=C/CCCCC)(=O)[O-] (Arachidonate), OC(CCCC(=O)OO)C=CC=CCC=CCC=CCCCCC (5-hydroxyperoxy-6,8,11,14-eicosatetraenoic acid). Product: C(CCC\C=C/C\C=C/C\C=C/C\C=C/CCCCC)(=O)O (arachidonic acid). RXN SMILES: [C:1]([O-:22])(=[O:21])[CH2:2][CH2:3][CH2:4]/[CH:5]=[CH:6]\[CH2:7]/[CH:8]=[CH:9]\[CH2:10]/[CH:11]=[CH:12]\[CH2:13]/[CH:14]=[CH:15]\[CH2:16][CH2:17][CH2:18][CH2:19][CH3:20].OC(C=CC=CCC=CCC=CCCCCC)CCCC(OO)=O>>[C:1]([OH:22])(=[O:21])[CH2:2][CH2:3][CH2:4]/[CH:5]=[CH:6]\[CH2:7]/[CH:8]=[CH:9]\[CH2:10]/[CH:11]=[CH:12]\[CH2:13]/[CH:14]=[CH:15]\[CH2:16][CH2:17][CH2:18][CH2:19][CH3:20]. Procedure details: The enzyme activity was measured according to the modified method of Ochi et al. [K. Ochi, T. Yoshimoto, S. Yamamoto, K. Taniguchi, T. Miyamoto: Arachidonate 5-lipoxygenase of guinea pig peritoneal polymorphonuclear leukocytes, J. Biol. Chem. 258, 5754-5758 (1983)]. The principle of the method is as follows: in in vitro systems, during the reaction catalysed by 5-LO 5-hydroxyperoxy-6,8,11,14-eicosatetraenoic acid (5-HPETE) is formed from arachidonic acid, then it is transformed to 5-hydroxy-6,8,... Product: CON(C)C(=O)c1ncn2cc(Br)sc12. Reactants: CCOC(=O)c1ncn2cc(Br)sc12, CC[Al+]CC, CNOC, [Cl-], ClCCl, Cl, O=P([O-])([O-])[O-]. RXN SMILES: [Br:12][c:13]1[cH:14][n:15]2[c:16]([s:17]1)[c:18]([C:21]([O:23][CH2:22][CH3:24])=[O:25])[n:19][cH:20]2.[CH2:2]([Al+:3][CH2:4][CH3:5])[CH3:6].[CH3:8][NH:9][O:10][CH3:11].[Cl-:1].[Cl:31][CH2:32][Cl:33].[ClH:7].[O-:26][P:27](=[O:28])([O-:29])[O-:30]>>[CH3:8][N:9]([O:10][CH3:11])[C:21]([c:18]1[c:16]2[n:15]([cH:14][c:13]([Br:12])[s:17]2)[cH:20][n:19]1)=[O:23]. Reactants: [N+](=O)([O-])C=1C=NN2C(NC=3C=CC=CC3C21)C (1-nitro-5-methyl-5,6-dihydropyrazolo[1,5-c]quinazoline), C(C)(=O)OC(C)=O (acetic anhydride). Solvent: O (water). Product: [N+](=O)([O-])C=1C=NN2C(N(C=3C=CC=CC3C21)C(C)=O)C (1-nitro-5-methyl-6-acetyl-5,6-dihydropyrazolo[1,5-c]quinazoline). The yield is 83.0%. As a reaction SMILES: [N+:1]([C:4]1[CH:5]=[N:6][N:7]2[C:16]=1[C:15]1[CH:14]=[CH:13][CH:12]=[CH:11][C:10]=1[NH:9][CH:8]2[CH3:17])([O-:3])=[O:2].[C:18](OC(=O)C)(=[O:20])[CH3:19]>O>[N+:1]([C:4]1[CH:5]=[N:6][N:7]2[C:16]=1[C:15]1[CH:14]=[CH:13][CH:12]=[CH:11][C:10]=1[N:9]([C:18](=[O:20])[CH3:19])[CH:8]2[CH3:17])([O-:3])=[O:2]. Procedure details: 22.9 g (0.1 mole) of 1-nitro-5-methyl-5,6-dihydropyrazolo[1,5-c]quinazoline is boiled with 120 ml of acetic anhydride for 1 hour, then the solution obtained is poured into water. The product that solidifies is filtered off, washed with water and dried. Thus, 25.0 g (83%) of 1-nitro-5-methyl-6-acetyl-5,6-dihydropyrazolo[1,5-c]quinazoline are obtained. M.p.: 149°-150° C. Reactants: [H-].[Na+] (sodium hydride), CC(C#CC1=CC=C(C=C1)CCCCC)(C)O (3-Methyl-1-(4'-pentylphenyl)-1-butyne-3-ol), O (water). The solvent is C1(=CC=CC=C1)C (toluene). Run at temperature 60 celsius, time 6 hour. The product is C(CCCC)C1=CC=C(C=C1)C#C (4-pentylphenylacetylene). Isolated yield 78.3%. RXN SMILES: CC(O)(C)[C:3]#[C:4][C:5]1[CH:10]=[CH:9][C:8]([CH2:11][CH2:12][CH2:13][CH2:14][CH3:15])=[CH:7][CH:6]=1.[H-].[Na+].O>C1(C)C=CC=CC=1>[CH2:11]([C:8]1[CH:7]=[CH:6][C:5]([C:4]#[CH:3])=[CH:10][CH:9]=1)[CH2:12][CH2:13][CH2:14][CH3:15] |f:1.2|. Procedure details: 3-Methyl-1-(4'-pentylphenyl)-1-butyne-3-ol (82 g) was dissolved in toluene (900 ml) under nitrogen atmosphere, and then sodium hydride (60% in paraffin liquid; 5.6 g) was added thereto, followed by stirring at 60° C. for 6 hours. The reaction solution was poured into water (500 ml), and extracted with chloroform, followed by washing with water three times. After distilling off toluene and chloroform, the resultant was distilled under reduced pressure (b.p. 85° to 90° C./3 mmHg) to give 4-pentylp... The reactants are [BH4-].[Na+] (sodium borohydride), BrC=1C=CC2=C(C(=NCCN2)C2=C(C=CC=C2)F)C1 (7-bromo-5-(2-fluorophenyl)-2,3-dihydro-1H-1,4-benzodiazepine), CO (methanol), [BH4-].[Na+] (sodium borohydride). Solvent: C(C)(=O)O (acetic acid). Product: BrC=1C=CC2=C(C(NCCN2)C2=C(C=CC=C2)F)C1 (7-bromo-5-(2-fluorophenyl)-2,3,4,5-tetrahydro-1H-1,4-benzodiazepine). Yield: 63.4%. RXN SMILES: [Br:1][C:2]1[CH:3]=[CH:4][C:5]2[NH:11][CH2:10][CH2:9][N:8]=[C:7]([C:12]3[CH:17]=[CH:16][CH:15]=[CH:14][C:13]=3[F:18])[C:6]=2[CH:19]=1.CO.[BH4-].[Na+]>C(O)(=O)C>[Br:1][C:2]1[CH:3]=[CH:4][C:5]2[NH:11][CH2:10][CH2:9][NH:8][CH:7]([C:12]3[CH:17]=[CH:16][CH:15]=[CH:14][C:13]=3[F:18])[C:6]=2[CH:19]=1 |f:2.3|. Reported procedure: A round bottomed flask was charged with 7-bromo-5-(2-fluorophenyl)-2,3-dihydro-1H-1,4-benzodiazepine (47 mg), methanol (5 mL) and acetic acid (1 mL). The resulting mixture was treated with sodium borohydride in small portions while stirring at room temperature. The addition of sodium borohydride was continued until the starting material was consumed. The reaction was then concentrated to dryness and taken up in a saturated solution of sodium bicarbonate. The aqueous mixture was stirred for 10 mi... Reactants: CCN=C=NCCCN(C)C, ClCCl, Cl, [N-]=[N+]=NCCCCC(=O)O, O, O=C1CCC(=O)N1O. Product: [N-]=[N+]=NCCCCC(=O)ON1C(=O)CCC1=O. Reaction SMILES: [CH2:20]([N:21]=[C:22]=[N:23][CH2:24][CH2:25][CH2:26][N:27]([CH3:28])[CH3:29])[CH3:30].[Cl:32][CH2:33][Cl:34].[ClH:19].[N:1](=[N+:2]=[N-:3])[CH2:4][CH2:5][CH2:6][CH2:7][C:8](=[O:9])[OH:10].[OH2:31].[OH:11][N:12]1[C:13](=[O:18])[CH2:14][CH2:15][C:16]1=[O:17]>>[N:1](=[N+:2]=[N-:3])[CH2:4][CH2:5][CH2:6][CH2:7][C:8](=[O:9])[O:10][N:12]1[C:13](=[O:18])[CH2:14][CH2:15][C:16]1=[O:17]. The reactants are O1COC2=C1C=CC(=C2)S(=O)(=O)N(C[C@H]([C@H](CC2=CC=C(C=C2)OCCCI)NC(O[C@H]2CO[C@H]1OCC[C@H]12)=O)O)CC(C)C ((3R,3aS,6aR)-hexahydrofuro[2,3-b]furan-3-yl (1S,2R)-3-[(1,3-benzodioxol-5-ylsulfonyl)(isobutyl)amino]-2-hydroxy-1-[4-(3-iodopropoxy)benzyl]propylcarbamate), S1CNCC1 (thiazolidine), C(C)(C)N(C(C)C)CC (N,N-diisopropylethylamine). Solvent: CN(C)C=O (DMF). Run at time 1.5 hour. Product: O1COC2=C1C=CC(=C2)S(=O)(=O)N(C[C@H]([C@H](CC2=CC=C(C=C2)OCCCN2CSCC2)NC(O[C@H]2CO[C@H]1OCC[C@H]12)=O)O)CC(C)C ((3R,3aS,6aR)-hexahydrofuro[2,3-b]furan-3-yl (1S,2R)-3-[(1,3-benzodioxol-5-ylsulfonyl)(isobutyl)amino]-2-hydroxy-1-{4-[3-(1,3-thiazolidin-3-yl)propoxy]benzyl}propylcarbamate). The yield is 66.3%. Reaction SMILES: [O:1]1[C:5]2[CH:6]=[CH:7][C:8]([S:10]([N:13]([CH2:42][CH:43]([CH3:45])[CH3:44])[CH2:14][C@@H:15]([OH:41])[C@@H:16]([NH:29][C:30](=[O:40])[O:31][C@@H:32]3[C@H:39]4[C@H:35]([O:36][CH2:37][CH2:38]4)[O:34][CH2:33]3)[CH2:17][C:18]3[CH:23]=[CH:22][C:21]([O:24][CH2:25][CH2:26][CH2:27]I)=[CH:20][CH:19]=3)(=[O:12])=[O:11])=[CH:9][C:4]=2[O:3][CH2:2]1.[S:46]1[CH2:50][CH2:49][NH:48][CH2:47]1.C(N(CC)C(C)C)(C)C>CN(C=O)C>[O:1]1[C:5]2[CH:6]=[CH:7][C:8]([S:10]([N:13]([CH2:42][CH:43]([CH3:45])[CH3:44])[CH2:14][C@@H:15]([OH:41])[C@@H:16]([NH:29][C:30](=[O:40])[O:31][C@@H:32]3[C@H:39]4[C@H:35]([O:36][CH2:37][CH2:38]4)[O:34][CH2:33]3)[CH2:17][C:18]3[CH:23]=[CH:22][C:21]([O:24][CH2:25][CH2:26][CH2:27][N:48]4[CH2:49][CH2:50][S:46][CH2:47]4)=[CH:20][CH:19]=3)(=[O:12])=[O:11])=[CH:9][C:4]=2[O:3][CH2:2]1. Procedure details: A solution of 35 mg (0.046 mmol) of (3R,3aS,6aR)-hexahydrofuro[2,3-b]furan-3-yl (1S,2R)-3-[(1,3-benzodioxol-5-ylsulfonyl)(isobutyl)amino]-2-hydroxy-1-[4-(3-iodopropoxy)benzyl]propylcarbamate, 11 μL (0.14 mmol) of thiazolidine, and 32 μL (0.18 mmol) of N,N-diisopropylethylamine in 0.5 mL of anhydrous DMF was heated to 80° C. with stirring. After 1.5 hours TLC indicated the reaction to be complete. The solution was cooled to RT and concentrated in vacuo. The residue was subjected to flash chromato... Reactants: ClC1=CC=CC=2N1N=C(N2)NC(C2=CN=CC=C2)=O (N-(5-chloro[1,2,4]triazolo[1,5-a]pyridin-2-yl)nicotinamide), C(C)(C)(C)C1CCC(CC1)N (4-tert-butylcyclohexylamine). The product is C(C)(C)(C)C1CCC(CC1)NC1=CC=CC=2N1N=C(N2)NC(C2=CN=CC=C2)=O (N-{5-[(4-tert-butylcyclohexyl)amino][1,2,4]triazolo[1,5-a]pyridin-2-yl}nicotinamide). Reaction SMILES: Cl[C:2]1[N:7]2[N:8]=[C:9]([NH:11][C:12](=[O:19])[C:13]3[CH:18]=[CH:17][CH:16]=[N:15][CH:14]=3)[N:10]=[C:6]2[CH:5]=[CH:4][CH:3]=1.[C:20]([CH:24]1[CH2:29][CH2:28][CH:27]([NH2:30])[CH2:26][CH2:25]1)([CH3:23])([CH3:22])[CH3:21]>>[C:20]([CH:24]1[CH2:25][CH2:26][CH:27]([NH:30][C:2]2[N:7]3[N:8]=[C:9]([NH:11][C:12](=[O:19])[C:13]4[CH:18]=[CH:17][CH:16]=[N:15][CH:14]=4)[N:10]=[C:6]3[CH:5]=[CH:4][CH:3]=2)[CH2:28][CH2:29]1)([CH3:23])([CH3:21])[CH3:22]. Procedure: The title compound was prepared following procedure and work up described for example 79 but starting from N-(5-chloro[1,2,4]triazolo[1,5-a]pyridin-2-yl)nicotinamide ((B4), 80 mg; 0.29 mmol; 1.0 eq.) and 4-tert-butylcyclohexylamine (91 mg; 0.58 mmol; 2.0 eq.) as a white powder (32 mg, 27%). HPLC, Rt: 4.63 min. (purity 99.3%). LC/MS, M+(ESI): 393.1, M−(ESI): 391.1. Starting materials: O (water), C([O-])([O-])=O.[K+].[K+] (Potassium carbonate), Cl.ClCC1=NC=CC=C1 (2-(chloromethyl)pyridine hydrochloride), FC(C=1C=C(C(=O)N2[C@@H](CNCC2)CC2=CC(=C(C=C2)C)C)C=C(C1)C(F)(F)F)(F)F ((2R)-1-[3,5-bis(trifluoromethyl)benzoyl]-2-(3,4-dimethylbenzyl)piperazine). Solvent: CN(C=O)C (N,N-dimethylformamide). Reaction conditions: time 2 hour. Yields the product Cl.Cl.FC(C=1C=C(C(=O)N2[C@@H](CN(CC2)CC2=NC=CC=C2)CC2=CC(=C(C=C2)C)C)C=C(C1)C(F)(F)F)(F)F ((2R)-1-[3,5-bis(trifluoromethyl)benzoyl]-2-(3,4-dimethylbenzyl)-4-(2-pyridylmethyl)piperazine dihydrochloride). The yield is 44.9%. RXN SMILES: C(=O)([O-])[O-].[K+].[K+].[ClH:7].[Cl:8][CH2:9][C:10]1[CH:15]=[CH:14][CH:13]=[CH:12][N:11]=1.[F:16][C:17]([F:46])([F:45])[C:18]1[CH:19]=[C:20]([CH:38]=[C:39]([C:41]([F:44])([F:43])[F:42])[CH:40]=1)[C:21]([N:23]1[CH2:28][CH2:27][NH:26][CH2:25][C@H:24]1[CH2:29][C:30]1[CH:35]=[CH:34][C:33]([CH3:36])=[C:32]([CH3:37])[CH:31]=1)=[O:22].O>CN(C)C=O>[ClH:8].[ClH:7].[F:46][C:17]([F:16])([F:45])[C:18]1[CH:19]=[C:20]([CH:38]=[C:39]([C:41]([F:42])([F:43])[F:44])[CH:40]=1)[C:21]([N:23]1[CH2:28][CH2:27][N:26]([CH2:9][C:10]2[CH:15]=[CH:14][CH:13]=[CH:12][N:11]=2)[CH2:25][C@H:24]1[CH2:29][C:30]1[CH:35]=[CH:34][C:33]([CH3:36])=[C:32]([CH3:37])[CH:31]=1)=[O:22] |f:0.1.2,3.4,8.9.10|. Reported procedure: Potassium carbonate (187 mg) and 2-(chloromethyl)pyridine hydrochloride (81 mg) were added to a solution of (2R)-1-[3,5-bis(trifluoromethyl)benzoyl]-2-(3,4-dimethylbenzyl)piperazine (200 mg) in N,N-dimethylformamide (4 ml) at room temperature with stirring. After 2 hours, the reaction mixture was poured into water (50 ml) and extracted with ethyl acetate. The organic layer was washed with water and then dried over magnesium sulfate, and evaporated under reduced pressure. The obtained residue was...